This data is from the Open Reaction Database (ORD), a public repository of structured organic reaction records. The task is: describe an organic reaction: reactants, conditions, products, and yield Reactants: ClC1=CC(=CC=C1)C(=O)OO (m-chloroperbenzoic acid), C(CCC)OCCOC1=CC=C(C=C1)C=1C=CC2=C(C=C(CCN2CC(C)C)C(=O)NC=2C=NC(=CC2)SCC2=CN=CN2CCC)C1 (7-[4-(2-butoxyethoxy)phenyl]-1-isobutyl-N-[6-[[(1-propylimidazol-5-yl)methyl]sulfanyl]-3-pyridinyl]-2,3-dihydro-1-benzazepine-4-carboxamide), S(=S)(=O)([O-])[O-].[Na+].[Na+] (sodium thiosulfate). The solvent is C(Cl)Cl (methylene chloride), C(Cl)Cl (methylene chloride). Reaction conditions: time 15 minute. The product is C(CCC)OCCOC1=CC=C(C=C1)C=1C=CC2=C(C=C(CCN2CC(C)C)C(=O)NC=2C=NC(=CC2)S(=O)CC2=CN=CN2CCC)C1 (7-[4-(2-butoxyethoxy)phenyl]-1-isobutyl-N-[6-[[(1-propylimidazol-5-yl)methyl]sulfinyl]-3-pyridinyl]-2,3-dihydro-1-benzazepine-4-carboxamide). Yield: 28.6%. As a reaction SMILES: [CH2:1]([O:5][CH2:6][CH2:7][O:8][C:9]1[CH:14]=[CH:13][C:12]([C:15]2[CH:16]=[CH:17][C:18]3[N:24]([CH2:25][CH:26]([CH3:28])[CH3:27])[CH2:23][CH2:22][C:21]([C:29]([NH:31][C:32]4[CH:33]=[N:34][C:35]([S:38][CH2:39][C:40]5[N:44]([CH2:45][CH2:46][CH3:47])[CH:43]=[N:42][CH:41]=5)=[CH:36][CH:37]=4)=[O:30])=[CH:20][C:19]=3[CH:48]=2)=[CH:11][CH:10]=1)[CH2:2][CH2:3][CH3:4].ClC1C=CC=C(C(OO)=[O:57])C=1.S([O-])([O-])(=O)=S.[Na+].[Na+]>C(Cl)Cl>[CH2:1]([O:5][CH2:6][CH2:7][O:8][C:9]1[CH:14]=[CH:13][C:12]([C:15]2[CH:16]=[CH:17][C:18]3[N:24]([CH2:25][CH:26]([CH3:27])[CH3:28])[CH2:23][CH2:22][C:21]([C:29]([NH:31][C:32]4[CH:33]=[N:34][C:35]([S:38]([CH2:39][C:40]5[N:44]([CH2:45][CH2:46][CH3:47])[CH:43]=[N:42][CH:41]=5)=[O:57])=[CH:36][CH:37]=4)=[O:30])=[CH:20][C:19]=3[CH:48]=2)=[CH:11][CH:10]=1)[CH2:2][CH2:3][CH3:4] |f:2.3.4|. Procedure: 7-[4-(2-butoxyethoxy)phenyl]-1-isobutyl-N-[6-[[(1-propylimidazol-5-yl)methyl]sulfanyl]-3-pyridinyl]-2,3-dihydro-1-benzazepine-4-carboxamide (1.4 g) was dissolved in methylene chloride (42 ml), and a solution of m-chloroperbenzoic acid (0.65 g) in methylene chloride (28 ml) was added dropwise to the solution at −78° C. The mixture was stirred for 15 minutes, and an aqueous solution of saturated sodium thiosulfate was added to the mixture. The mixture was extracted with ethyl acetate, washed with ... Reactants: CSC1=NC=CC2=C1C=C1C(CCN21)=O (1-(methylthio)-6,7-dihydro-8H-pyrido[3,4-b]pyrrolizin-8-one), [BH4-].[Na+] (NaBH4). The solvent is CCO (EtOH). Run at time 30 minute. Product: CSC1=NC=CC2=C1C=C1C(CCN21)O (1-(methylthio)-7,8-dihydro-6H-pyrido[3,4-b]pyrrolizin-8-ol). RXN SMILES: [CH3:1][S:2][C:3]1[C:8]2[CH:9]=[C:10]3[N:14]([C:7]=2[CH:6]=[CH:5][N:4]=1)[CH2:13][CH2:12][C:11]3=[O:15].[BH4-].[Na+]>CCO>[CH3:1][S:2][C:3]1[C:8]2[CH:9]=[C:10]3[N:14]([C:7]=2[CH:6]=[CH:5][N:4]=1)[CH2:13][CH2:12][CH:11]3[OH:15] |f:1.2|. Procedure: To a suspension of 1-(methylthio)-6,7-dihydro-8H-pyrido[3,4-b]pyrrolizin-8-one from Example 6 method-1 Step 5 (0.55 g, 2.2 mmol) in EtOH (10 mL)-TH (1 mL) was added NaBH4 (0.10 g, 2.6 mmol) at 0° C. After a period of 30 min. at room temperature, the reaction was quenched by the addition of acetone. The solvents were evaporated under reduced pressure and EtOAC and H2O were added to the residue. The organic phase was separated, dried over MgSO4 and evaporated. The title compound was washed with Et... Reactants: ClC=1C=C(C=CC1)S(=O)(=O)NC1=C2C(=NC(=C1)C)SC(=C2C=2C=C(C=CC2)CNC(OC(C)(C)C)=O)C (1,1-dimethylethyl {[3-(4-{[(3-chlorophenyl)sulfonyl]amino}-2,6-dimethylthieno[2,3-b]pyridin-3-yl)phenyl]methyl}carbamate), C(=O)(C(F)(F)F)O (TFA). Run in C(Cl)Cl (DCM). Run at time 1 hour. Yields the product NCC=1C=C(C=CC1)C1=C(SC2=NC(=CC(=C21)NS(=O)(=O)C2=CC(=CC=C2)Cl)C)C (N-{3-[3-(Aminomethyl)phenyl]-2,6-dimethylthieno[2,3-b]pyridin-4-yl}-3-chlorobenzenesulfonamide). Isolated yield 8.5%. Reaction SMILES: [Cl:1][C:2]1[CH:3]=[C:4]([S:8]([NH:11][C:12]2[CH:17]=[C:16]([CH3:18])[N:15]=[C:14]3[S:19][C:20]([CH3:37])=[C:21]([C:22]4[CH:23]=[C:24]([CH2:28][NH:29]C(=O)OC(C)(C)C)[CH:25]=[CH:26][CH:27]=4)[C:13]=23)(=[O:10])=[O:9])[CH:5]=[CH:6][CH:7]=1.C(O)(C(F)(F)F)=O>C(Cl)Cl>[NH2:29][CH2:28][C:24]1[CH:23]=[C:22]([C:21]2[C:13]3[C:14](=[N:15][C:16]([CH3:18])=[CH:17][C:12]=3[NH:11][S:8]([C:4]3[CH:5]=[CH:6][CH:7]=[C:2]([Cl:1])[CH:3]=3)(=[O:9])=[O:10])[S:19][C:20]=2[CH3:37])[CH:27]=[CH:26][CH:25]=1. Reported procedure: To a solution of 1,1-dimethylethyl {[3-(4-{[(3-chlorophenyl)sulfonyl]amino}-2,6-dimethylthieno[2,3-b]pyridin-3-yl)phenyl]methyl}carbamate (Example 70) (40 mg, 0.072 mmol) in DCM (2 mL) was added TFA (0.276 mL, 3.58 mmol) and the mixture stirred for 1 h. The mixture was then loaded onto an SCX cartridge and flushed with MeOH (3×5 mL) followed by 2M NH3 in MeOH (3×5 mL). The desired fractions were combined and concentrated and further purified by normal phase chromatography, eluting with a gradien... Starting materials: C(C)OC(=O)[C@H]1[C@@H](COCC1)N[C@H](C)C1=CC=CC=C1 ((3S,4R)-3-[(R)-1-Phenyl-ethylamino]-tetrahydro-pyran-4-carboxylic acid ethyl ester), [OH-].[Na+] (sodium hydroxide), Cl (hydrochloric acid). Run in O1CCCC1 (tetrahydrofuran). Run at time 16 hour. The product is C1(=CC=CC=C1)[C@@H](C)N[C@@H]1COCC[C@H]1C(=O)O ((3S,4R)-3-[(R)-1-Phenyl-ethylamino]-tetrahydro-pyran-4-carboxylic acid). RXN SMILES: C([O:3][C:4]([C@@H:6]1[CH2:11][CH2:10][O:9][CH2:8][C@H:7]1[NH:12][C@@H:13]([C:15]1[CH:20]=[CH:19][CH:18]=[CH:17][CH:16]=1)[CH3:14])=[O:5])C.[OH-].[Na+].Cl>O1CCCC1>[C:15]1([C@H:13]([NH:12][C@H:7]2[C@H:6]([C:4]([OH:5])=[O:3])[CH2:11][CH2:10][O:9][CH2:8]2)[CH3:14])[CH:20]=[CH:19][CH:18]=[CH:17][CH:16]=1 |f:1.2|. Procedure details: A solution of (3S,4R)-3-[(R)-1-Phenyl-ethylamino]-tetrahydro-pyran-4-carboxylic acid ethyl ester (726 mg, 2.6 mmol) in tetrahydrofuran (6 mL) was treated with 1.0 M sodium hydroxide solution (5.2 mL, 5.2 mmol) and the heterogeneous mixture was stirred at room temperature. After 16 h, the now homogeneous solution was treated with 1.0 M hydrochloric acid (5.2 mL, 5.2 mmol) and concentrated in vacuo. The residue was dissolved in water and lyophilized to provide the product, along with sodium chlori...